From a dataset of the Open Reaction Database (ORD), a public repository of structured organic reaction records. describe an organic reaction: reactants, conditions, products, and yield The reactants are S1C(CCC2=CC=CC=C12)O (thiochromanol), C(Cl)C1CO1 (epichlorohydrin). Yields the product O1C(COC2SC3=CC=CC=C3CC2)C1 (2,3-epoxypropoxy-thiochroman). The yield is 65.0%. RXN SMILES: [S:1]1[C:10]2[C:5](=[CH:6][CH:7]=[CH:8][CH:9]=2)[CH2:4][CH2:3][CH:2]1[OH:11].[CH2:12]([CH:14]1[O:16][CH2:15]1)Cl>>[O:16]1[CH2:15][CH:14]1[CH2:12][O:11][CH:2]1[CH2:3][CH2:4][C:5]2[C:10](=[CH:9][CH:8]=[CH:7][CH:6]=2)[S:1]1. Procedure: The procedure of Step A of Example 1 is followed, starting from 1.72 g (10.34 mmol) of thiochromanol and 7.653 g (82.72 mmol) of epichlorohydrin. 1.5 g (6.721 mmol) of 2,3-epoxypropoxy-thiochroman are obtained. The reactants are C(C)(C)[N-]C(C)C.[Li+] (lithium diisopropylamide), FC(P(OCC)(=O)OCC)F (diethyl difluoromethane phosphonate), BrC1(C(C=CC=C1)C)C (2-bromo-o-xylene). Run in O1CCCC1 (tetrahydrofuran). Reaction conditions: temperature -78 celsius, time 30 minute. Product: CC1=C(C=CC=C1)CC(F)(F)P(OCC)(OCC)=O ([2-[2-methylphenyl]-1,1-difluoroethyl]phosphonic acid, diethyl ester). Yield: 91.2%. Reaction SMILES: [F:1][CH:2]([F:11])[P:3]([O:8][CH2:9][CH3:10])(=[O:7])[O:4][CH2:5][CH3:6].C([N-]C(C)C)(C)C.[Li+].Br[C:21]1([CH3:28])[CH:26]=[CH:25][CH:24]=[CH:23][CH:22]1[CH3:27]>O1CCCC1>[CH3:28][C:21]1[CH:26]=[CH:25][CH:24]=[CH:23][C:22]=1[CH2:27][C:2]([P:3](=[O:7])([O:8][CH2:9][CH3:10])[O:4][CH2:5][CH3:6])([F:1])[F:11] |f:1.2|. Procedure details: 30 mmol (5.64 g) of diethyl difluoromethane phosphonate dissolved in 30 ml of anhydrous tetrahydrofuran (THF) are slowly added to a stirred solution of (LDA) lithium diisopropylamide (prepared at 0° C. from 31 mmol of n-butyllithium and 30 mmol of diisopropylamine in 30 ml of anhydrous THF) at -78° C. under argon. After 30 minutes, 45 mmol (8.33 g) of 2-bromo-o-xylene are added to the reaction mixture which is stirred at -78° C. for 15 hours and quenched by adding 20 ml of an aqueous saturated s... The reactants are C/C(=C/CCCC(=O)OC)/CCCCCCCCC (methyl 5Z-6-methylpentadec-5-enoate), [OH-].[K+] (potassium hydroxide), ClCC(CO)O (3-chloropropane-1,2-diol), C[O-].[Na+] (sodium methylate). Run in CO (methanol), OCC(O)CO (glycerol). The product is CC1=CCCCC(OCCCCCCCCC1)=O (7-methyloxacyclo-hexadec-6-en-2-one). Isolated yield 77.9%. Reaction SMILES: [CH3:1]/[C:2](/[CH2:11][CH2:12][CH2:13][CH2:14][CH2:15][CH2:16][CH2:17][CH2:18][CH3:19])=[CH:3]/[CH2:4][CH2:5][CH2:6][C:7]([O:9]C)=[O:8].[OH-].[K+].ClCC(O)CO.C[O-].[Na+]>CO.OCC(CO)O>[CH3:1][C:2]1[CH2:11][CH2:12][CH2:13][CH2:14][CH2:15][CH2:16][CH2:17][CH2:18][CH2:19][O:9][C:7](=[O:8])[CH2:6][CH2:5][CH2:4][CH:3]=1 |f:1.2,4.5|. Procedure details: 87 g (0.3 mol) of methyl 5Z-6-methylpentadec-5-enoate and 19.5 g of 86 percent potassium hydroxide were dissolved in 200 ml of methanol. 66 g of 3-chloropropane-1,2-diol and 200 ml of glycerol as well as, 5 ml of 5.4M methanolic sodium methylate solution were added. After usual work up the product were distilled in a high vacuum over a Vigreux column. 59 g (78%) of 7-methyloxacyclo-hexadec-6-en-2-one were obtained having the following characteristics: Z/E=56/46;